Dataset: the Open Reaction Database (ORD), a public repository of structured organic reaction records. Task: describe an organic reaction: reactants, conditions, products, and yield The reactants are BrCC1=CC2=C(N=C(S2)C2=C(NN=C2C)N)C=C1 (4-(6-bromomethylbenzothiazol-2-yl)-5-methyl-2H-pyrazol-3-ylamine), CN (methylamine), M−CH3NH. Reaction SMILES: Br[CH2:2][C:3]1[CH:18]=[CH:17][C:6]2[N:7]=[C:8]([C:10]3[C:14]([CH3:15])=[N:13][NH:12][C:11]=3[NH2:16])[S:9][C:5]=2[CH:4]=1.[CH3:19][NH2:20]>>[CH3:15][C:14]1[C:10]([C:8]2[S:9][C:5]3[CH:4]=[C:3]([CH2:2][NH:20][CH3:19])[CH:18]=[CH:17][C:6]=3[N:7]=2)=[C:11]([NH2:16])[NH:12][N:13]=1. Procedure details: The title compound (1.6 mg) was prepared starting from 18 mg of 4-(6-bromomethylbenzothiazol-2-yl)-5-methyl-2H-pyrazol-3-ylamine and excess methylamine. MS (m/z, ES+): 274.1 (M+1,100%), 243.1 (M−CH3NH, 60%). Yields the product CC=1C(=C(NN1)N)C=1SC2=C(N1)C=CC(=C2)CNC (5-Methyl-4-(6-methylaminomethylbenzothiazol-2-yl)-2H-pyrazol-3-ylamine). Reactants: CCOC(C)=O, OCc1ccc(C(F)(F)F)nc1C1CC1, ClCCl, CN(C)C=O, O=S(Cl)Cl. The product is FC(F)(F)c1ccc(CCl)c(C2CC2)n1. Reaction SMILES: [CH3:28][CH2:29][O:30][C:31]([CH3:32])=[O:33].[CH:1]1([c:4]2[n:5][c:6]([C:12]([F:13])([F:14])[F:15])[cH:7][cH:8][c:9]2[CH2:10][OH:11])[CH2:2][CH2:3]1.[Cl:25][CH2:26][Cl:27].[O:20]=[CH:21][N:22]([CH3:23])[CH3:24].[S:16]([Cl:17])([Cl:18])=[O:19]>>[CH:1]1([c:4]2[n:5][c:6]([C:12]([F:13])([F:14])[F:15])[cH:7][cH:8][c:9]2[CH2:10][Cl:18])[CH2:2][CH2:3]1. Reactants: ClCCl, CC(C)(C#N)c1cc(CO)cc(C(C)(C)C#N)c1, O=S(Cl)Cl, c1ccncc1. Product: CC(C)(C#N)c1cc(CCl)cc(C(C)(C)C#N)c1. Reaction SMILES: [Cl:29][CH2:30][Cl:31].[OH:1][CH2:2][c:3]1[cH:4][c:5]([C:14]([C:15]#[N:16])([CH3:17])[CH3:18])[cH:6][c:7]([C:9]([C:10]#[N:11])([CH3:12])[CH3:13])[cH:8]1.[S:25]([Cl:26])([Cl:27])=[O:28].[cH:19]1[cH:20][cH:21][n:22][cH:23][cH:24]1>>[CH2:2]([c:3]1[cH:4][c:5]([C:14]([C:15]#[N:16])([CH3:17])[CH3:18])[cH:6][c:7]([C:9]([C:10]#[N:11])([CH3:12])[CH3:13])[cH:8]1)[Cl:27]. Reactants: C=CC#N, C[N+](C)(C)Cc1ccccc1, CO, CN(C)C=O, C=COCCN1C(=O)NC(C)(C)C1=O, [OH-], Oc1ccc(O)cc1. Yields the product C=COCCN1C(=O)N(CCC#N)C(C)(C)C1=O. As a reaction SMILES: [CH2:15]=[CH:16][C:17]#[N:18].[CH2:28]([N+:29]([CH3:30])([CH3:31])[CH3:32])[c:33]1[cH:34][cH:35][cH:36][cH:37][cH:38]1.[CH3:39][OH:40].[CH3:41][N:42]([CH3:43])[CH:44]=[O:45].[CH:1](=[CH2:2])[O:3][CH2:4][CH2:5][N:6]1[C:7](=[O:14])[NH:8][C:9]([CH3:12])([CH3:13])[C:10]1=[O:11].[OH-:27].[OH:19][c:20]1[cH:21][cH:22][c:23]([OH:24])[cH:25][cH:26]1>>[CH:1](=[CH2:2])[O:3][CH2:4][CH2:5][N:6]1[C:7](=[O:14])[N:8]([CH2:15][CH2:16][C:17]#[N:18])[C:9]([CH3:12])([CH3:13])[C:10]1=[O:11]. Reactants: C(C)N(C(CCC1=CC=C(OCC2=C(C(=O)OC)C=CC=C2)C=C1)=O)CCC1=NC=CC=C1 (Methyl 2-[(4-{3-[ethyl(2-pyridin-2-ylethyl)amino]-3-oxopropyl}phenoxy)methyl]-benzoate), [OH-].[Li+] (lithium hydroxide), Cl (HCl). The solvent is C1CCOC1.O (THF water). Product: C(C)N(C(CCC1=CC=C(OCC2=C(C(=O)O)C=CC=C2)C=C1)=O)CCC1=NC=CC=C1 (2-[(4-{3-[ethyl(2-pyridin-2-ylethyl)amino]-3-oxopropyl}phenoxy)methyl]benzoic acid). The yield is 20.8%. As a reaction SMILES: [CH2:1]([N:3]([CH2:26][CH2:27][C:28]1[CH:33]=[CH:32][CH:31]=[CH:30][N:29]=1)[C:4](=[O:25])[CH2:5][CH2:6][C:7]1[CH:24]=[CH:23][C:10]([O:11][CH2:12][C:13]2[CH:22]=[CH:21][CH:20]=[CH:19][C:14]=2[C:15]([O:17]C)=[O:16])=[CH:9][CH:8]=1)[CH3:2].[OH-].[Li+].Cl>C1COCC1.O>[CH2:1]([N:3]([CH2:26][CH2:27][C:28]1[CH:33]=[CH:32][CH:31]=[CH:30][N:29]=1)[C:4](=[O:25])[CH2:5][CH2:6][C:7]1[CH:8]=[CH:9][C:10]([O:11][CH2:12][C:13]2[CH:22]=[CH:21][CH:20]=[CH:19][C:14]=2[C:15]([OH:17])=[O:16])=[CH:23][CH:24]=1)[CH3:2] |f:1.2,4.5|. Reported procedure: Methyl 2-[(4-{3-[ethyl(2-pyridin-2-ylethyl)amino]-3-oxopropyl}phenoxy)methyl]-benzoate (0.135 g, 0.30 mmol) was dissolved in a mixture of THF/water (7/1, 5 ml) and lithium hydroxide (29 mg, 1.2 mmol) was added. The reaction was performed in a single node microwave oven (7 min, 150° C.). The reaction mixture was acidified (HCl, 1 M, 1 ml) and the water phase was washed with two portions of EtOAc (2×5 ml). The organic phases were combined, dried (MgSO4) and the solvent was removed by evaporation. ... Starting materials: ClC1=C(C(=CC=C1)OC)C1C(NC(O1)=O)=O.[Na] (sodium 5-(2-chloro-6-methoxyphenyl)oxazolidine-2,4-dione), ClC(=O)OCC (ethyl chloroformate). Run in C1(=CC=CC=C1)C (toluene). Reaction conditions: time 16 hour. The product is ClC1=C(C(=CC=C1)OC)C1C(N(C(O1)=O)C(=O)OCC)=O (5-(2-Chloro-6-methoxyphenyl)-3-ethoxycarbonyloxazolidine-2,4-dione). Reaction SMILES: [Cl:1][C:2]1[CH:7]=[CH:6][CH:5]=[C:4]([O:8][CH3:9])[C:3]=1[CH:10]1[O:14][C:13](=[O:15])[NH:12][C:11]1=[O:16].[Na].Cl[C:19]([O:21][CH2:22][CH3:23])=[O:20]>C1(C)C=CC=CC=1>[Cl:1][C:2]1[CH:7]=[CH:6][CH:5]=[C:4]([O:8][CH3:9])[C:3]=1[CH:10]1[O:14][C:13](=[O:15])[N:12]([C:19]([O:21][CH2:22][CH3:23])=[O:20])[C:11]1=[O:16] |f:0.1,^1:16|. Reported procedure: Anhydrous sodium 5-(2-chloro-6-methoxyphenyl)oxazolidine-2,4-dione (542 mg., 2.06 moles) from Example 119 and ethyl chloroformate (291 mg., 2.68 mmoles) were combined with 20 ml. of toluene and the mixture refluxed for 3 hours, cooled to room temperature, stirred for a further 16 hours, and evaporated to solids (415 mg.). The solids were recrystallized from toluene to yield purified 5-(2-chloro-6-methoxyphenyl)-3-ethoxycarbonyloxazolidine-2,4-dione. (212 mg., m.p. 196°-200° C.). Reactants: FC1=CC=C(C=C1)CC#N (4-Fluorophenyl-acetonitrile), Cl (hydrochloric acid), [OH-].[Na+] (sodium hydroxide), Cl.ClCCN(CC1=CC=CC=C1)CCCl (N,N-Bis(2-chloroethyl)-N-benzylamine hydrochloride), [Br-].C(CCCCCCCCCCCCCCC)[P+](CC)(CC)CC (hexadecyltriethyl phosphonium bromide), Cl (hydrochloric acid). Solvent: O (water), CO (methanol). Conditions: temperature 100 celsius, time 1 hour. The product is Cl.C(C1=CC=CC=C1)N1CCC(CC1)(C#N)C1=CC=C(C=C1)F (1-benzyl-4-(4-fluoro-phenyl)-4-cyano-piperidine hydrochloride). Reaction SMILES: [F:1][C:2]1[CH:7]=[CH:6][C:5]([CH2:8][C:9]#[N:10])=[CH:4][CH:3]=1.[OH-].[Na+].Cl.[Cl:14][CH2:15][CH2:16][N:17]([CH2:25][CH2:26]Cl)[CH2:18][C:19]1[CH:24]=[CH:23][CH:22]=[CH:21][CH:20]=1.[Br-].C([P+](CC)(CC)CC)CCCCCCCCCCCCCCC.Cl>CO.O>[ClH:14].[CH2:18]([N:17]1[CH2:25][CH2:26][C:8]([C:5]2[CH:6]=[CH:7][C:2]([F:1])=[CH:3][CH:4]=2)([C:9]#[N:10])[CH2:15][CH2:16]1)[C:19]1[CH:24]=[CH:23][CH:22]=[CH:21][CH:20]=1 |f:1.2,3.4,5.6,10.11|. Reported procedure: 4-Fluorophenyl-acetonitrile (5.89 g, 40 mmol), and aqueous sodium hydroxide solution (60 mL, 50% by weight) are combined and then N,N-Bis(2-chloroethyl)-N-benzylamine hydrochloride (11.28 g, 42 mmol) and hexadecyltriethyl phosphonium bromide (1.02 g, 2 mmol) were added. The reaction mixture was heated to 100° C. and stirred vigorously for 1 hour. The reaction mixture is cooled to ambient temperature and water was added. The diluted reaction mixture was acidified with 6M hydrochloric acid solutio... Reactants: O=C1C=C(OC2=C1N(C=1C=CC=CC21)CC2=CC=CC=C2)C(=O)OCC (ethyl 4,5-dihydro-4-oxo-5-(phenylmethyl)pyrano [3,2-b]indole-2-carboxylate), [OH-].[Na+] (sodium hydroxide), O (water). The solvent is C(C)O (Ethanol). Conditions: time 3 hour. The product is O=C1C=C(OC2=C1N(C=1C=CC=CC21)CC2=CC=CC=C2)C(=O)O (4,5-Dihydro-4-oxo-5(phenylmethyl)pyrano[3,2-b]indole-2-carboxylic acid). Reaction SMILES: [O:1]=[C:2]1[C:7]2[N:8]([CH2:15][C:16]3[CH:21]=[CH:20][CH:19]=[CH:18][CH:17]=3)[C:9]3[CH:10]=[CH:11][CH:12]=[CH:13][C:14]=3[C:6]=2[O:5][C:4]([C:22]([O:24]CC)=[O:23])=[CH:3]1.[OH-].[Na+].O>C(O)C>[O:1]=[C:2]1[C:7]2[N:8]([CH2:15][C:16]3[CH:21]=[CH:20][CH:19]=[CH:18][CH:17]=3)[C:9]3[CH:10]=[CH:11][CH:12]=[CH:13][C:14]=3[C:6]=2[O:5][C:4]([C:22]([OH:24])=[O:23])=[CH:3]1 |f:1.2|. Procedure: A mixture of 6.0 g (0.017 mole) of ethyl 4,5-dihydro-4-oxo-5-(phenylmethyl)pyrano [3,2-b]indole-2-carboxylate, 80 ml 1% aqueous sodium hydroxide, and 450 ml water was stirred at room temperature for 3 hr. Ethanol (~150 ml) was then added until virtually all of the insoluble material present had dissolved. After washing twice with 250 ml of chloroform, the aqueous layer was filtered by gravity, cooled in ice, and acidified with 4 N hydrochloric acid. The tan precipitate was filtered, digested for... Starting materials: ClCCCl, O=C(O)c1nsc2ccc([N+](=O)[O-])cc12, O=S(Cl)Cl. Product: [Cl-], O=C(O)c1nsc2ccc([N+](=O)[O-])cc12. Reaction SMILES: [CH2:20]([Cl:21])[CH2:22][Cl:23].[N+:1](=[O:2])([O-:3])[c:4]1[cH:5][cH:6][c:7]2[c:8]([c:9]([C:12](=[O:13])[OH:14])[n:10][s:11]2)[cH:15]1.[S:16]([Cl:17])([Cl:18])=[O:19]>>[Cl-:18].[N+:1](=[O:2])([O-:3])[c:4]1[cH:5][cH:6][c:7]2[c:8]([c:9]([C:12](=[O:13])[OH:14])[n:10][s:11]2)[cH:15]1. Starting materials: BrC1=CC(=C(C(=O)[O-])C=C1)CBr (4-Bromo-2-(bromomethyl)benzoate), C1(CC1)N (cyclopropylamine). Run in CO (methanol). The product is BrC=1C=C2CN(C(C2=CC1)=O)C1CC1 (5-Bromo-2-cyclopropylisoindolin-1-one). Yield: 85.7%. RXN SMILES: [Br:1][C:2]1[CH:10]=[CH:9][C:5]([C:6]([O-:8])=O)=[C:4]([CH2:11]Br)[CH:3]=1.[CH:13]1([NH2:16])[CH2:15][CH2:14]1>CO>[Br:1][C:2]1[CH:3]=[C:4]2[C:5](=[CH:9][CH:10]=1)[C:6](=[O:8])[N:16]([CH:13]1[CH2:15][CH2:14]1)[CH2:11]2. Procedure details: Methyl 4-bromo-2-(bromomethyl)benzoate (1A2) (1.62 mmol, 500 mg) and cyclopropylamine (1A3) (3.25 mmol, 185 mg) in methanol (3 ml) were heated in the microwave at 120° C. for 10 mins. The reaction mixture was concentrated and purified on silica eluting with 50-100% EtOAc/heptane to yield 5-bromo-2-cyclopropylisoindolin-1-one (1A4) 350 mg (84%); 1H NMR (400 MHz, CDCl3) δ 7.96 (d, 1H) 7.59 (d, 1H) 7.78 (s, 1H) 4.30 (s, 2H) 2.91 (m, 1H) 0.94-0.85 (m, 4H).